From a dataset of the Open Reaction Database (ORD), a public repository of structured organic reaction records. describe an organic reaction: reactants, conditions, products, and yield Reactants: [H-].[Na+] (sodium hydride), FC=1C=C(C=CC1F)C1C=2N(CCC1)C(=NN2)C2=CC(=C(C=C2)C2=CN=C(O2)C)OC (8-(3,4-difluorophenyl)-3-[3-methoxy-4-(2-methyl-1,3-oxazol-5-yl)phenyl]-5,6,7,8-tetrahydro[1,2,4]triazolo[4,3-a]pyridine), CN(C)C=O (DMF), C(C)I (Ethyl iodide). Run in O (water). Conditions: temperature 60 celsius, time 30 minute. The product is FC=1C=C(C=CC1F)C1(C=2N(CCC1)C(=NN2)C2=CC(=C(C=C2)C2=CN=C(O2)C)OC)OCC (8-(3,4-difluorophenyl)-8-ethoxy-3-[3-methoxy-4-(2-methyl-1,3-oxazol-5-yl)phenyl]-5,6,7,8-tetrahydro[1,2,4]triazolo[4,3-a]pyridine). Reaction SMILES: [F:1][C:2]1[CH:3]=[C:4]([CH:9]2[CH2:14][CH2:13][CH2:12][N:11]3[C:15]([C:18]4[CH:23]=[CH:22][C:21]([C:24]5[O:28][C:27]([CH3:29])=[N:26][CH:25]=5)=[C:20]([O:30][CH3:31])[CH:19]=4)=[N:16][N:17]=[C:10]23)[CH:5]=[CH:6][C:7]=1[F:8].[H-].[Na+].[CH2:34](I)[CH3:35].CN(C=[O:41])C>O>[F:1][C:2]1[CH:3]=[C:4]([C:9]2([O:41][CH2:34][CH3:35])[CH2:14][CH2:13][CH2:12][N:11]3[C:15]([C:18]4[CH:23]=[CH:22][C:21]([C:24]5[O:28][C:27]([CH3:29])=[N:26][CH:25]=5)=[C:20]([O:30][CH3:31])[CH:19]=4)=[N:16][N:17]=[C:10]23)[CH:5]=[CH:6][C:7]=1[F:8] |f:1.2|. Procedure: To a mixture of 8-(3,4-difluorophenyl)-3-[3-methoxy-4-(2-methyl-1,3-oxazol-5-yl)phenyl]-5,6,7,8-tetrahydro[1,2,4]triazolo[4,3-a]pyridine (200 mg) in DMF (4 mL) was added sodium hydride (60%, 28.4 mg) at room temperature, and the mixture was stirred at 60° C. for 30 min under a nitrogen atmosphere. Ethyl iodide (45.2 μL) was added to the reaction mixture at room temperature, and the mixture was stirred at room temperature for 30 min. The reaction mixture was diluted with water, and the mixture wa... The reactants are BrC=1C=CC=2N(C1)C(=NN2)C(C)C=2C=CC=1N(N2)C=C(N1)NC(=O)C1CC1 (N-(6-(1-(6-Bromo-[1,2,4]triazolo[4,3-a]pyridin-3-yl)ethyl)imidazo[1,2-b]pyridazin-2-yl)cyclopropanecarboxamide), N(N)C1=NC=C(C=C1)C (2-hydrazinyl-5-methylpyridine). Yields the product CC=1C=CC=2N(C1)C(=NN2)C(C)C=2C=CC=1N(N2)C=C(N1)NC(=O)C1CC1 (N-(6-(1-(6-methyl-[1,2,4]triazolo[4,3-a]pyridin-3-yl)ethyl)imidazo[1,2-b]pyridazin-2-yl)cyclopropanecarboxamide). RXN SMILES: Br[C:2]1[CH:3]=[CH:4][C:5]2[N:6]([C:8]([CH:11]([C:13]3[CH:14]=[CH:15][C:16]4[N:17]([CH:19]=[C:20]([NH:22][C:23]([CH:25]5[CH2:27][CH2:26]5)=[O:24])[N:21]=4)[N:18]=3)[CH3:12])=[N:9][N:10]=2)[CH:7]=1.N([C:30]1C=CC(C)=CN=1)N>>[CH3:30][C:2]1[CH:3]=[CH:4][C:5]2[N:6]([C:8]([CH:11]([C:13]3[CH:14]=[CH:15][C:16]4[N:17]([CH:19]=[C:20]([NH:22][C:23]([CH:25]5[CH2:26][CH2:27]5)=[O:24])[N:21]=4)[N:18]=3)[CH3:12])=[N:9][N:10]=2)[CH:7]=1. Reported procedure: The title compound was synthesized using an analogous procedure to that described in the preparation of Compound 48 (Method A) using 2-hydrazinyl-5-methylpyridine. 1H NMR (400 MHz, DMSO-d6) δ ppm 0.76-0.86 (m, 4 H) 1.85 (d, J=7.07 Hz, 3 H) 1.92 (m, 1 H) 3.56 (s, 3 H) 5.02 (d, J=7.07 Hz, 1 H) 7.18 (d, J=9.35 Hz, 1 H) 7.23-7.31 (m, 1 H) 7.70 (d, J=8.84 Hz, 1H) 7.93 (d, J=9.85 Hz, 1 H) 8.10 (s, 1 H) 8.20 (s, 1 H) 11.13 (s, 1 H). MS:m/z 362.2 (M+H)+. Run at time 45 minute. As a reaction SMILES: [CH2:1]([O:4][Si:5]([C:8]([CH3:11])([CH3:10])[CH3:9])([CH3:7])[CH3:6])[C:2]#[CH:3].CC[Mg+].[Br-].N#N.[C:18](=[O:20])=[O:19]>C1COCC1>[Si:5]([O:4][CH2:1][C:2]#[C:3][C:18]([OH:20])=[O:19])([C:8]([CH3:11])([CH3:10])[CH3:9])([CH3:6])[CH3:7] |f:1.2|. Procedure: To an ice-cold solution of 13.71 g t-butyldimethylsilyl propargyl ether in 160 mL anhydrous THF was added dropwise 35 mL EtMgBr (3M in Et2O) in a N2 atmosphere. After completing the addition, the reaction was stirred 45 minutes at room temperature. Pellets of dry ice were then added slowly until the reaction became cold and carboxylate salt precipitated. Stirring at room temperature was continued overnight. The reaction was concentrated to dryness and the residue partitioned between H2O and Et2O... The reactants are ice, C(C#C)O[Si](C)(C)C(C)(C)C (t-butyldimethylsilyl propargyl ether), CC[Mg+].[Br-] (EtMgBr), N#N (N2), C(=O)=O (dry ice). Run in C1CCOC1 (THF). Product: [Si](C)(C)(C(C)(C)C)OCC#CC(=O)O (4-(t-Butyldimethylsilyloxy)-2-butynoic acid).